This data is from the Open Reaction Database (ORD), a public repository of structured organic reaction records. The task is: describe an organic reaction: reactants, conditions, products, and yield Reactants: [Al+3], [Cl-], [Cl-], [Cl-], O=C(F)c1cc(C(F)(F)F)cc(C(F)(F)F)c1, Cl[Si](Cl)(Cl)Cl, c1ccc(P(c2ccccc2)c2ccccc2)cc1. Product: O=C(Cl)c1cc(C(F)(F)F)cc(C(F)(F)F)c1. RXN SMILES: [Al+3:19].[Cl-:18].[Cl-:20].[Cl-:21].[F:1][C:2]([c:3]1[cH:4][c:5]([C:6](=[O:7])[F:8])[cH:9][c:10]([C:12]([F:13])([F:14])[F:15])[cH:11]1)([F:16])[F:17].[Si:22]([Cl:23])([Cl:24])([Cl:25])[Cl:26].[c:27]1([P:28]([c:29]2[cH:30][cH:31][cH:32][cH:33][cH:34]2)[c:35]2[cH:36][cH:37][cH:38][cH:39][cH:40]2)[cH:41][cH:42][cH:43][cH:44][cH:45]1>>[F:1][C:2]([c:3]1[cH:4][c:5]([C:6](=[O:7])[Cl:23])[cH:9][c:10]([C:12]([F:13])([F:14])[F:15])[cH:11]1)([F:16])[F:17]. Starting materials: O=S(Cl)CCCl, [O-]c1ccccc1, [Tl+]. The product is O=S(CCCl)Oc1ccccc1. Reaction SMILES: [Cl:9][CH2:10][CH2:11][S:12](=[O:13])[Cl:14].[O-:1][c:2]1[cH:3][cH:4][cH:5][cH:6][cH:7]1.[Tl+:8]>>[O:1]([c:2]1[cH:3][cH:4][cH:5][cH:6][cH:7]1)[S:12]([CH2:11][CH2:10][Cl:9])=[O:13]. Starting materials: C(=O)(O)[O-].[Na+] (NaHCO3), OCCN1N=C(C=CC1=O)C1=CC=CC=C1 (2-(2-hydroxyethyl)-6-phenylpyridazin-3(2H)-one), ClC1=NC=CC(=C1)F (2-chloro-4-fluoropyridine), [H-].[Na+] (sodium hydride). Solvent: CN(C=O)C (N,N-dimethylformamide). Conditions: time 5 minute. Product: ClC1=NC=CC(=C1)OCCN1N=C(C=CC1=O)C1=CC=CC=C1 (2-(2-(2-Chloropyridin-4-yloxy)ethyl)-6-phenylpyridazin-3(2H)-one). Yield: 79.6%. RXN SMILES: [OH:1][CH2:2][CH2:3][N:4]1[C:9](=[O:10])[CH:8]=[CH:7][C:6]([C:11]2[CH:16]=[CH:15][CH:14]=[CH:13][CH:12]=2)=[N:5]1.[H-].[Na+].[Cl:19][C:20]1[CH:25]=[C:24](F)[CH:23]=[CH:22][N:21]=1.C([O-])(O)=O.[Na+]>CN(C)C=O>[Cl:19][C:20]1[CH:25]=[C:24]([O:1][CH2:2][CH2:3][N:4]2[C:9](=[O:10])[CH:8]=[CH:7][C:6]([C:11]3[CH:16]=[CH:15][CH:14]=[CH:13][CH:12]=3)=[N:5]2)[CH:23]=[CH:22][N:21]=1 |f:1.2,4.5|. Procedure details: To a 15 mL round-bottomed flask was added 2-(2-hydroxyethyl)-6-phenylpyridazin-3(2H)-one (0.20 g, 0.92 mmol) and N,N-dimethylformamide (5 mL). To the mixture at 25° C. was added sodium hydride (0.039 g, 1.0 mmol, 60% dispersion in mineral oil). The solution was stirred for 5 min and then 2-chloro-4-fluoropyridine (0.17 g, 1.3 mmol) was added. After stirring for 2 hours the mixture was poured into aq. NaHCO3 (100 mL) and then extracted with 50% EtOAc/hexane (3×75 mL). The combined extracts were w... The product is COc1cc2nccc(Oc3ccc(NC(=O)C45CC6CC(CC(C6)C4)C5)cc3)c2cc1OC. As a reaction SMILES: [C:23]12([C:33](=[O:34])[OH:35])[CH2:24][CH:25]3[CH2:26][CH:27]([CH2:28][CH:29]([CH2:30]1)[CH2:31]3)[CH2:32]2.[CH2:37]([N:38]=[C:39]=[N:40][CH2:41][CH2:42][CH2:43][N:44]([CH3:45])[CH3:46])[CH3:47].[CH3:1][O:2][c:3]1[cH:4][c:5]2[c:6]([O:15][c:16]3[cH:17][cH:18][c:19]([NH2:22])[cH:20][cH:21]3)[cH:7][cH:8][n:9][c:10]2[cH:11][c:12]1[O:13][CH3:14].[CH3:48][N:49]([CH3:50])[CH:51]=[O:52].[ClH:36]>>[CH3:1][O:2][c:3]1[cH:4][c:5]2[c:6]([O:15][c:16]3[cH:17][cH:18][c:19]([NH:22][C:33]([C:23]45[CH2:24][CH:25]6[CH2:26][CH:27]([CH2:28][CH:29]([CH2:30]4)[CH2:31]6)[CH2:32]5)=[O:34])[cH:20][cH:21]3)[cH:7][cH:8][n:9][c:10]2[cH:11][c:12]1[O:13][CH3:14]. Reactants: O=C(O)C12CC3CC(CC(C3)C1)C2, CCN=C=NCCCN(C)C, COc1cc2nccc(Oc3ccc(N)cc3)c2cc1OC, CN(C)C=O, Cl. RXN SMILES: [Br:1][c:2]1[cH:3][cH:4][c:5]([CH:8]([CH2:9][N:10]2[CH2:11][CH2:12][O:13][CH2:14][CH2:15]2)[NH:16][CH3:17])[cH:6][cH:7]1.[CH2:18]([CH3:19])[O:20][C:21](=[O:22])[c:23]1[cH:24][cH:25][c:26]([B:29]([OH:30])[OH:31])[cH:27][cH:28]1.[CH3:38][CH2:39][OH:40].[K+:32].[K+:33].[O-:34][C:35]([O-:36])=[O:37]>>[c:2]1(-[c:26]2[cH:25][cH:24][c:23]([C:21]([O:20][CH2:18][CH3:19])=[O:22])[cH:28][cH:27]2)[cH:3][cH:4][c:5]([CH:8]([CH2:9][N:10]2[CH2:11][CH2:12][O:13][CH2:14][CH2:15]2)[NH:16][CH3:17])[cH:6][cH:7]1. The reactants are CNC(CN1CCOCC1)c1ccc(Br)cc1, CCOC(=O)c1ccc(B(O)O)cc1, CCO, [K+], [K+], O=C([O-])[O-]. The product is CCOC(=O)c1ccc(-c2ccc(C(CN3CCOCC3)NC)cc2)cc1. Starting materials: CC(=O)N1CCC(O)(C(=O)c2ccccc2F)CC1, ClCCl, Cl, [Na+], [OH-]. The product is O=C(c1ccccc1F)C1(O)CCNCC1. RXN SMILES: [C:1](=[O:2])([CH3:3])[N:4]1[CH2:5][CH2:6][C:7]([OH:10])([C:11]([c:12]2[c:13]([F:18])[cH:14][cH:15][cH:16][cH:17]2)=[O:19])[CH2:8][CH2:9]1.[CH2:23]([Cl:24])[Cl:25].[ClH:20].[Na+:22].[OH-:21]>>[NH:4]1[CH2:5][CH2:6][C:7]([OH:10])([C:11]([c:12]2[c:13]([F:18])[cH:14][cH:15][cH:16][cH:17]2)=[O:19])[CH2:8][CH2:9]1. The reactants are COC1=CC=C(COC(=O)NNC(=O)C2=C(C3=C(OCCO3)C=C2)C)C=C1 (N′-(5-methyl-2,3-dihydro-benzo[1,4]dioxine-6-carbonyl)-hydrazinecarboxylic acid 4-methoxy-benzyl ester), Cl (HCl), ice water. Run in O1CCOCC1 (dioxane). Conditions: time 2 hour. Product: CC1=C(C=CC=2OCCOC21)C(=O)NN (5-methyl-2,3-dihydro-benzo[1,4]dioxine-6-carboxylic acid hydrazide). Yield: 43.3%. RXN SMILES: COC1C=CC(COC([NH:11][NH:12][C:13]([C:15]2[CH:24]=[CH:23][C:18]3[O:19][CH2:20][CH2:21][O:22][C:17]=3[C:16]=2[CH3:25])=[O:14])=O)=CC=1.Cl>O1CCOCC1>[CH3:25][C:16]1[C:17]2[O:22][CH2:21][CH2:20][O:19][C:18]=2[CH:23]=[CH:24][C:15]=1[C:13]([NH:12][NH2:11])=[O:14]. Reported procedure: In a 500 mL volume flask, was combined 18.6 g (0.0499 moles) of N′-(5-methyl-2,3-dihydro-benzo[1,4]dioxine-6-carbonyl)-hydrazinecarboxylic acid 4-methoxy-benzyl ester, 72 mL of concentrated HCl, and 108 mL of dioxane. The flask was placed into an 80° C. oil bath and mechanically stirred for 2 hours. The reaction mixture was cooled with ice water, then poured onto ice water and transferred to a separatory funnel. The reaction mixture —H20 solution was then extracted twice with 150 mL of CH2Cl2 to...